describe an organic reaction: reactants, conditions, products, and yield From a dataset of the Open Reaction Database (ORD), a public repository of structured organic reaction records. Starting materials: ClC1=NC=NC2=CC(=C(C=C12)OC)OCCOC (4-chloro-6-methoxy-7-(2-methoxyethoxy)quinazoline), BrC1=CC(=C(N)C=C1)F (4-bromo-2-fluoroaniline). Solvent: C(C)(C)O (isopropanol). Product: Cl.BrC1=CC(=C(NC2=NC=NC3=CC(=C(C=C23)OC)OCCOC)C=C1)F (4-(4-bromo-2-fluoroanilino)6-methoxy-7-(2-methoxyethoxy)quinazoline hydrochloride). Yield: 82.3%. Reaction SMILES: [Cl:1][C:2]1[C:11]2[C:6](=[CH:7][C:8]([O:14][CH2:15][CH2:16][O:17][CH3:18])=[C:9]([O:12][CH3:13])[CH:10]=2)[N:5]=[CH:4][N:3]=1.[Br:19][C:20]1[CH:26]=[CH:25][C:23]([NH2:24])=[C:22]([F:27])[CH:21]=1>C(O)(C)C>[ClH:1].[Br:19][C:20]1[CH:26]=[CH:25][C:23]([NH:24][C:2]2[C:11]3[C:6](=[CH:7][C:8]([O:14][CH2:15][CH2:16][O:17][CH3:18])=[C:9]([O:12][CH3:13])[CH:10]=3)[N:5]=[CH:4][N:3]=2)=[C:22]([F:27])[CH:21]=1 |f:3.4|. Reported procedure: A mixture of 4-chloro-6-methoxy-7-(2-methoxyethoxy)quinazoline (1 07 mg, 0.4 mmol) and 4-bromo-2-fluoroaniline (76 mg, 0.4 mmol) in isopropanol (7 ml) was heated at reflux for 2 hours. The mixture was allowed to cool to ambient temperature, the precipitated solid was collected by filtration, washed with isopropanol and ether and dried to give 4-(4-bromo-2-fluoroanilino)6-methoxy-7-(2-methoxyethoxy)quinazoline hydrochloride (151 mg, 82%) as an off-white solid. Reactants: C(C)(C)C1=CC=C(C=C1)S(=O)(=O)NC1=CC=C(C=C1)[C@H]1[C@@H]2CN(C[C@@H]2C1)C(CC)=O (4-isopropyl-N-[4-((1R,5S,6R)-3-propionyl-3-aza-bicyclo[3.2.0]hept-6-yl)-phenyl]-benzenesulfonamide), Cl (hydrochloric acid). Solvent: O1CCCC1 (tetrahydrofuran), O1CCCC1 (tetrahydrofuran). Yields the product C(C)(C)C1=CC=C(C=C1)S(=O)(=O)NC1=CC=C(C=C1)[C@H]1[C@@H]2CN(C[C@@H]2C1)CCC (4-Isopropyl-N-[4-((1R,5S,6R)-3-propyl-3-aza-bicyclo[3.2.0]hept-6-yl)-phenyl]-benzenesulfonamide). Isolated yield 9.0%. Reaction SMILES: [CH:1]([C:4]1[CH:9]=[CH:8][C:7]([S:10]([NH:13][C:14]2[CH:19]=[CH:18][C:17]([C@@H:20]3[CH2:26][C@@H:25]4[C@H:21]3[CH2:22][N:23]([C:27](=O)[CH2:28][CH3:29])[CH2:24]4)=[CH:16][CH:15]=2)(=[O:12])=[O:11])=[CH:6][CH:5]=1)([CH3:3])[CH3:2].Cl>O1CCCC1>[CH:1]([C:4]1[CH:9]=[CH:8][C:7]([S:10]([NH:13][C:14]2[CH:19]=[CH:18][C:17]([C@@H:20]3[CH2:26][C@@H:25]4[C@H:21]3[CH2:22][N:23]([CH2:27][CH2:28][CH3:29])[CH2:24]4)=[CH:16][CH:15]=2)(=[O:11])=[O:12])=[CH:6][CH:5]=1)([CH3:3])[CH3:2]. Procedure: 0.9 g of 4-isopropyl-N-[4-((1R,5S,6R)-3-propionyl-3-aza-bicyclo[3.2.0]hept-6-yl)-phenyl]-benzenesulfonamide (2.11 mmol) were dissolved in tetrahydrofuran and 11 ml of a 1 M borane/THF complex in tetrahydrofuran (10.8 mmol) was added at room temperature. The reaction mixture was heated under reflux for 30 minutes, 10 ml of aqueous 2 N hydrochloric acid were added, and the mixture was again refluxed for 3 h. After cooling to room temperature, the solvent was evaporated, the residue was treated wit... Reactants: C(C)(=O)OC1=CC=C(C=C1)Cl (4-acetoxychlorobenzene), C(C)(=O)OC=1C=C(C=C)C=C(C1)OC(C)=O (3,5-diacetoxystyrene), [O-]P([O-])(=O)OP(=O)([O-])OP(=O)([O-])[O-].[K+].[K+].[K+].[K+].[K+] (potassium triphosphate), C12(CC3CC(CC(C1)C3)C2)P(CCCC)C23CC1CC(CC(C2)C1)C3 (diadamantyl-n-butylphosphine). Conditions: temperature 120 celsius, time 15.5 hour. Product: C(C)(=O)OC=1C=C(C=C(C1)OC(C)=O)\C=C\C1=CC=C(C=C1)OC(C)=O ((E)-3,4′,5-triacetoxystilbene). RXN SMILES: [C:1]([O:4][C:5]1[CH:10]=[CH:9][C:8](Cl)=[CH:7][CH:6]=1)(=[O:3])[CH3:2].[C:12]([O:15][C:16]1[CH:17]=[C:18]([CH:21]=[C:22]([O:24][C:25](=[O:27])[CH3:26])[CH:23]=1)[CH:19]=[CH2:20])(=[O:14])[CH3:13].[O-]P(OP(OP([O-])([O-])=O)([O-])=O)(=O)[O-].[K+].[K+].[K+].[K+].[K+].C12(P(C34CC5CC(CC(C5)C3)C4)CCCC)CC3CC(CC(C3)C1)C2>>[C:12]([O:15][C:16]1[CH:17]=[C:18](/[CH:19]=[CH:20]/[C:8]2[CH:9]=[CH:10][C:5]([O:4][C:1](=[O:3])[CH3:2])=[CH:6][CH:7]=2)[CH:21]=[C:22]([O:24][C:25](=[O:27])[CH3:26])[CH:23]=1)(=[O:14])[CH3:13] |f:2.3.4.5.6.7|. Reported procedure: A 10 ml Schlenk tube equipped with magnetic stirrer was charged with 119 mg (0.7 mmol) of 4-acetoxychlorobenzene, 200 mg (0.84 mmol, 1.2 eq) of 3,5-diacetoxystyrene, 177 mg (0.84 mmol, 1.2 eq) of potassium triphosphate, 5 mg of diadamantyl-n-butylphosphine (0.014 mmol, 2 mol %) and 3.7 mg (0.003 mmol, 0.5 mol %) of tris(dibenzylideneacetone)-dipalladium chloroform complex. The tube was evacuated and flushed with argon three times, and 2 ml of de-aerated DMAc was added under inert conditions. The... Reactants: CC(C)=O, CC(C)(C)CC(C)(C)Nc1nc(Cl)nc(N2CC3CCC(CC3)C2)n1, Nc1ccc(F)cc1. Yields the product CC(C)(C)CC(C)(C)Nc1nc(Nc2ccc(F)cc2)nc(N2CC3CCC(CC3)C2)n1. RXN SMILES: [CH3:34][C:35](=[O:36])[CH3:37].[Cl:1][c:2]1[n:3][c:4]([N:17]2[CH2:18][CH:19]3[CH2:20][CH2:21][CH:22]([CH2:23]2)[CH2:24][CH2:25]3)[n:5][c:6]([NH:8][C:9]([CH2:10][C:11]([CH3:12])([CH3:13])[CH3:14])([CH3:15])[CH3:16])[n:7]1.[F:26][c:27]1[cH:28][cH:29][c:30]([NH2:31])[cH:32][cH:33]1>>[c:2]1([NH:31][c:30]2[cH:29][cH:28][c:27]([F:26])[cH:33][cH:32]2)[n:3][c:4]([N:17]2[CH2:18][CH:19]3[CH2:20][CH2:21][CH:22]([CH2:23]2)[CH2:24][CH2:25]3)[n:5][c:6]([NH:8][C:9]([CH2:10][C:11]([CH3:12])([CH3:13])[CH3:14])([CH3:15])[CH3:16])[n:7]1. The reactants are ClC1=CC=C(OCC=2N=CC=C3C2NC(=C3C)C)C=C1 (7-(4-chlorophenoxymethyl)-2,3-dimethyl-1H-pyrrolo[2,3-c]pyridine), Cl (hydrochloric acid). Solvent: C(C)(=O)OCC (ethyl acetate). Yields the product Cl.ClC1=CC=C(OCC=2N=CC=C3C2NC(=C3C)C)C=C1 (7-(4-chlorophenoxymethyl)-2,3-dimethyl-1H-pyrrolo[2,3-c]pyridine hydrochloride). The yield is 90.0%. Reaction SMILES: [Cl:1][C:2]1[CH:20]=[CH:19][C:5]([O:6][CH2:7][C:8]2[N:9]=[CH:10][CH:11]=[C:12]3[C:16]([CH3:17])=[C:15]([CH3:18])[NH:14][C:13]=23)=[CH:4][CH:3]=1.Cl>C(OCC)(=O)C>[ClH:1].[Cl:1][C:2]1[CH:20]=[CH:19][C:5]([O:6][CH2:7][C:8]2[N:9]=[CH:10][CH:11]=[C:12]3[C:16]([CH3:17])=[C:15]([CH3:18])[NH:14][C:13]=23)=[CH:4][CH:3]=1 |f:3.4|. Reported procedure: A solution of 7-(4-chlorophenoxymethyl)-2,3-dimethyl-1H-pyrrolo[2,3-c]pyridine prepared in Example 41 in ethyl acetate (10 ml) was saturated with hydrochloric acid gas and then filtered. The resulting solid was dried under reduced pressure to give the titled compound as a white solid. (Yield: 90%)